This data is from the Open Reaction Database (ORD), a public repository of structured organic reaction records. The task is: describe an organic reaction: reactants, conditions, products, and yield The reactants are C1=CC=C(C=C1)P(C2=CC=CC=C2)C3=CC=CC=C3 (PPh3), CC(C)OC(=O)/N=N/C(=O)OC(C)C (diisopropylazo dicarboxylate), BrC1=NC(=CC=C1O)Br (2,6-dibromopyridin-3-ol), C(CC=C)O (but-3-en-1-ol). Run in C1CCOC1 (THF), C(C)(=O)OCC (Ethyl acetate). The product is BrC1=NC(=CC=C1OCCC=C)Br (2,6-dibromo-3-but-3-enoxy-pyridine). Yield: 84.9%. As a reaction SMILES: [Br:1][C:2]1[C:7]([OH:8])=[CH:6][CH:5]=[C:4]([Br:9])[N:3]=1.[CH2:10](O)[CH2:11][CH:12]=[CH2:13].C1C=CC(P(C2C=CC=CC=2)C2C=CC=CC=2)=CC=1.CC(OC(/N=N/C(OC(C)C)=O)=O)C>C1COCC1.C(OCC)(=O)C>[Br:1][C:2]1[C:7]([O:8][CH2:13][CH2:12][CH:11]=[CH2:10])=[CH:6][CH:5]=[C:4]([Br:9])[N:3]=1. Reported procedure: To a stirred mixture of 2,6-dibromopyridin-3-ol (47.3 g, 0.188 mol) and but-3-en-1-ol (13.8 g, 0.191 mol) in anhydrous THF (200 mL) at 0° C. was added PPh3 (59.4 g, 0.226 mol), followed by diisopropylazo dicarboxylate (DIAD, 41.77 g, 0.207 mol). The mixture was heated at reflux for 1 hour and then concentrated in vacuo to give a dark brown oil. The oil was dissolved in Ethyl acetate, washed with saturated NaHCO3 solution and brine, dried with Na2SO4, and concentrated in vacuo. Petroleum (300 mL)...